Dataset: the Open Reaction Database (ORD), a public repository of structured organic reaction records. Task: describe an organic reaction: reactants, conditions, products, and yield The reactants are CC(C)(C)CCCC[O-], CC(C)(C)O, O=C(O)C1CCN(c2nsnc2Cl)CC1, [K+], O, OCc1ccncc1. Yields the product O=C(O)C1CCN(c2nsnc2OCc2ccncc2)CC1. As a reaction SMILES: [C:24]([CH2:25][CH2:26][CH2:27][CH2:28][O-:29])([CH3:30])([CH3:31])[CH3:32].[C:34]([OH:35])([CH3:36])([CH3:37])[CH3:38].[Cl:1][c:2]1[c:3]([N:7]2[CH2:8][CH2:9][CH:10]([C:13](=[O:14])[OH:15])[CH2:11][CH2:12]2)[n:4][s:5][n:6]1.[K+:33].[OH2:39].[n:16]1[cH:17][cH:18][c:19]([CH2:22][OH:23])[cH:20][cH:21]1>>[c:2]1([O:23][CH2:22][c:19]2[cH:18][cH:17][n:16][cH:21][cH:20]2)[c:3]([N:7]2[CH2:8][CH2:9][CH:10]([C:13](=[O:14])[OH:15])[CH2:11][CH2:12]2)[n:4][s:5][n:6]1. Starting materials: C1(C=2C(C(=O)O1)=CC=CC2)=O (phthalic anhydride), C(CCCCCCCCCCCCCCCCCCC)N (arachidyl amine). Yields the product C(CCCCCCCCCCCCCCCCCCC)N(C(C=1C(C(=O)O)=CC=CC1)=O)CCCCCCCCCCCCCCCCCCCC (N,N-diarachidyl phthalamic acid). Reaction SMILES: [C:1]1(=[O:11])[O:6][C:4](=[O:5])[C:3]2=[CH:7][CH:8]=[CH:9][CH:10]=[C:2]12.[CH2:12]([NH2:32])[CH2:13][CH2:14][CH2:15][CH2:16][CH2:17][CH2:18][CH2:19][CH2:20][CH2:21][CH2:22][CH2:23][CH2:24][CH2:25][CH2:26][CH2:27][CH2:28][CH2:29][CH2:30][CH3:31]>>[CH2:12]([N:32]([CH2:31][CH2:30][CH2:29][CH2:28][CH2:27][CH2:26][CH2:25][CH2:24][CH2:23][CH2:22][CH2:21][CH2:20][CH2:19][CH2:18][CH2:17][CH2:16][CH2:15][CH2:14][CH2:13][CH3:12])[C:4](=[O:5])[C:3]1[C:2](=[CH:10][CH:9]=[CH:8][CH:7]=1)[C:1]([OH:6])=[O:11])[CH2:13][CH2:14][CH2:15][CH2:16][CH2:17][CH2:18][CH2:19][CH2:20][CH2:21][CH2:22][CH2:23][CH2:24][CH2:25][CH2:26][CH2:27][CH2:28][CH2:29][CH2:30][CH3:31]. Reported procedure: Reaction of phthalic anhydride and arachidyl amine to form N,N-diarachidyl phthalamic acid.